This data is from the Open Reaction Database (ORD), a public repository of structured organic reaction records. The task is: describe an organic reaction: reactants, conditions, products, and yield Yields the product C(C1=CC=CC=C1)OC1=CC=C(CC(C(=O)O)C)C=C1 (2-(4-benzyloxybenzyl)propionic acid). Reported procedure: A 22 g quantity of 4-benzyloxybenzyl chloride was treated with diethyl methylmalonate anion following the procedure in Example 8. The alkylated methylmalonate was saponified and decarboxylated following the same procedure to obtain 18.06 g of 2-(4-benzyloxybenzyl)propionic acid, m.p. 93°-95° C. A 3.6 g quantity of this acid was treated with 5,6-diamino-1,3-dipropyluracil to obtain the amide and was cyclized following the procedure in Example 7 to obtain 1.46 g of material which was recrystallize... The reactants are C(C1=CC=CC=C1)OC1=CC=C(CCl)C=C1 (4-benzyloxybenzyl chloride), CC(C(=O)OCC)C(=O)OCC (diethyl methylmalonate), alkylated methylmalonate. Reaction SMILES: [CH2:1]([O:8][C:9]1[CH:16]=[CH:15][C:12]([CH2:13]Cl)=[CH:11][CH:10]=1)[C:2]1[CH:7]=[CH:6][CH:5]=[CH:4][CH:3]=1.[CH3:17][CH:18](C(OCC)=O)[C:19]([O:21]CC)=[O:20]>>[CH2:1]([O:8][C:9]1[CH:16]=[CH:15][C:12]([CH2:13][CH:18]([CH3:17])[C:19]([OH:21])=[O:20])=[CH:11][CH:10]=1)[C:2]1[CH:7]=[CH:6][CH:5]=[CH:4][CH:3]=1.